Dataset: the Open Reaction Database (ORD), a public repository of structured organic reaction records. Task: describe an organic reaction: reactants, conditions, products, and yield The reactants are BrC=1C=CC(=[N+](C1)[O-])SCC1=C(C=CC=C1Cl)Cl (5-bromo-2-(2,6-dichlorobenzylthio)pyridine-N-oxide), ClC1=CC(=CC=C1)C(=O)OO (metachloroperbenzoic acid). Run in C(Cl)(Cl)Cl (chloroform), C(Cl)(Cl)Cl (chloroform). Run at time 10 minute. Product: BrC=1C=CC(=[N+](C1)[O-])S(=O)CC1=C(C=CC=C1Cl)Cl (5-bromo-2-(2,6-dichlorobenzylsulfinyl)pyridine-N-oxide). The yield is 83.3%. Reaction SMILES: [Br:1][C:2]1[CH:3]=[CH:4][C:5]([S:9][CH2:10][C:11]2[C:16]([Cl:17])=[CH:15][CH:14]=[CH:13][C:12]=2[Cl:18])=[N+:6]([O-:8])[CH:7]=1.ClC1C=CC=C(C(OO)=[O:27])C=1>C(Cl)(Cl)Cl>[Br:1][C:2]1[CH:3]=[CH:4][C:5]([S:9]([CH2:10][C:11]2[C:12]([Cl:18])=[CH:13][CH:14]=[CH:15][C:16]=2[Cl:17])=[O:27])=[N+:6]([O-:8])[CH:7]=1. Reported procedure: 2.3 g of 5-bromo-2-(2,6-dichlorobenzylthio)pyridine-N-oxide was dissolved in 50 ml of chloroform, and a solution of 1.6 g of metachloroperbenzoic acid (content: 70%) dissolved in 30 ml of chloroform was added dropwise thereto at 5° to 10° C. over 10 minutes. The mixture was stirred at 5° to 10° C. for an additional 2 hours. The resulting mixture was washed twice with potassium carbonate solution and dried over magnesium sulfate. The chloroform was evaporated, and the residue was recrystallized f... Starting materials: C1CNCCN1, Clc1nnnn1-c1ccccc1. Product: c1ccc(-n2nnnc2N2CCNCC2)cc1. As a reaction SMILES: [CH2:13]1[CH2:14][NH:15][CH2:16][CH2:17][NH:18]1.[Cl:1][c:2]1[n:3][n:4][n:5][n:6]1-[c:7]1[cH:8][cH:9][cH:10][cH:11][cH:12]1>>[c:2]1([N:15]2[CH2:14][CH2:13][NH:18][CH2:17][CH2:16]2)[n:3][n:4][n:5][n:6]1-[c:7]1[cH:8][cH:9][cH:10][cH:11][cH:12]1.